Dataset: the Open Reaction Database (ORD), a public repository of structured organic reaction records. Task: describe an organic reaction: reactants, conditions, products, and yield The reactants are [C-]#N, C=O, CC(C)(CO)C(O)C(=O)NCCC(=O)O, CC(C)C=O. The product is CC(C)(CO)C(O)C(=O)NCCC(=O)O. Reaction SMILES: [C-:23]#[N:24].[CH2:16]=[O:17].[CH3:1][C:2]([CH3:3])([CH2:4][OH:5])[CH:6]([OH:7])[C:8](=[O:9])[NH:10][CH2:11][CH2:12][C:13]([OH:14])=[O:15].[CH:18](=[O:19])[CH:20]([CH3:21])[CH3:22]>>[CH3:1][C:2]([CH3:3])([CH2:4][OH:5])[CH:6]([OH:7])[C:8](=[O:9])[NH:10][CH2:11][CH2:12][C:13](=[O:14])[OH:15]. Procedure: A 30% methanolic methylamine solution (4 mL) was added to a solution of the carboxylic acid of Example 56k (0.5 g, 1.16 mmol) in methanol, in a pressure reactor vessel under nitrogen atmosphere and kept at 110° C. for 4 h. The reaction mixture was cooled, concentrated partially and the solid that precipitated was filtered, washed with methanol, dried, treated with methanolic HCl solution (10 mL) and stirred at 70° C. for 1.5 h. The reaction mixture was cooled and the solid that precipitated was ... RXN SMILES: [CH3:1][NH2:2].[CH3:3][O:4][C:5]([C:7]1[CH:8]=[C:9]([CH3:29])[C:10]2[O:16][C:15]3[C:17]([Cl:25])=[CH:18][C:19]([NH:21][CH2:22][CH2:23]Cl)=[CH:20][C:14]=3[CH2:13][S:12](=[O:27])(=[O:26])[C:11]=2[CH:28]=1)=[O:6]>CO>[CH3:3][O:4][C:5]([C:7]1[CH:8]=[C:9]([CH3:29])[C:10]2[O:16][C:15]3[C:17]([Cl:25])=[CH:18][C:19]([NH:21][CH2:22][CH2:23][NH:2][CH3:1])=[CH:20][C:14]=3[CH2:13][S:12](=[O:27])(=[O:26])[C:11]=2[CH:28]=1)=[O:6]. Product: COC(=O)C=1C=C(C2=C(S(CC3=C(O2)C(=CC(=C3)NCCNC)Cl)(=O)=O)C1)C (4-Chloro-6-methyl-2-(2-methylamino-ethylamino)-10,10-dioxo-10,11-dihydro-5-oxa-10lambda*6*-thia-dibenzo[a,d]cycloheptene-8-carboxylic acid methyl ester). Solvent: CO (methanol). Starting materials: CN (methylamine), COC(=O)C=1C=C(C2=C(S(CC3=C(O2)C(=CC(=C3)NCCCl)Cl)(=O)=O)C1)C (4-Chloro-2-(2-chloro-ethylamino)-6-methyl-10,10-dioxo-10,11-dihydro-5-oxa-10lambda*6*-thia-dibenzo[a,d]cycloheptene-8-carboxylic acid methyl ester). Run at temperature 70 celsius, time 4 hour. The reactants are NC1=C(C=NN1)C(=O)OCC (5-amino-4-pyrazolecarboxylic acid, ethyl ester), COC(CC(OC)OC)OC (malonaldehyde bis(dimethyl acetal)). Run in C(C)(=O)O (acetic acid). The product is N1=CC(=C2N1C=CC=N2)C(=O)OCC (pyrazolo[1,5-a]pyrimidine-3-carboxylic acid, ethyl ester). Yield: 58.2%. RXN SMILES: [NH2:1][C:2]1[NH:6][N:5]=[CH:4][C:3]=1[C:7]([O:9][CH2:10][CH3:11])=[O:8].CO[CH:14](OC)[CH2:15][CH:16](OC)OC>C(O)(=O)C>[N:5]1[N:6]2[CH:14]=[CH:15][CH:16]=[N:1][C:2]2=[C:3]([C:7]([O:9][CH2:10][CH3:11])=[O:8])[CH:4]=1. Procedure: A stirred mixture of 10.88 g of 5-amino-4-pyrazolecarboxylic acid, ethyl ester, 11.51 g of malonaldehyde bis(dimethyl acetal) and 100 ml of glacial acetic acid was heated at reflux for 16 hours, then worked up as described in Example 50 to give 7.8 g of pyrazolo[1,5-a]pyrimidine-3-carboxylic acid, ethyl ester.